Dataset: the Open Reaction Database (ORD), a public repository of structured organic reaction records. Task: describe an organic reaction: reactants, conditions, products, and yield The reactants are CC(OCc1ccccc1)C(=O)NC1CC(n2cnc3c(NCC(c4ccccc4)c4ccccc4)nc(N4CCC(NC(=O)Nc5cccnc5)C4)nc32)C(O)C1O, CCO, O=C[O-], [NH4+]. Product: CC(O)C(=O)NC1CC(n2cnc3c(NCC(c4ccccc4)c4ccccc4)nc(N4CCC(NC(=O)Nc5cccnc5)C4)nc32)C(O)C1O. As a reaction SMILES: [CH2:1]([c:2]1[cH:3][cH:4][cH:5][cH:6][cH:7]1)[O:8][CH:9]([C:10](=[O:11])[NH:12][CH:13]1[CH:14]([OH:58])[CH:15]([OH:57])[CH:16]([n:18]2[c:19]3[n:20][c:21]([N:42]4[CH2:43][CH:44]([NH:47][C:48](=[O:49])[NH:50][c:51]5[cH:52][n:53][cH:54][cH:55][cH:56]5)[CH2:45][CH2:46]4)[n:22][c:23]([NH:27][CH2:28][CH:29]([c:30]4[cH:31][cH:32][cH:33][cH:34][cH:35]4)[c:36]4[cH:37][cH:38][cH:39][cH:40][cH:41]4)[c:24]3[n:25][cH:26]2)[CH2:17]1)[CH3:59].[CH3:64][CH2:65][OH:66].[CH:60]([O-:61])=[O:62].[NH4+:63]>>[OH:8][CH:9]([C:10](=[O:11])[NH:12][CH:13]1[CH:14]([OH:58])[CH:15]([OH:57])[CH:16]([n:18]2[c:19]3[n:20][c:21]([N:42]4[CH2:43][CH:44]([NH:47][C:48](=[O:49])[NH:50][c:51]5[cH:52][n:53][cH:54][cH:55][cH:56]5)[CH2:45][CH2:46]4)[n:22][c:23]([NH:27][CH2:28][CH:29]([c:30]4[cH:31][cH:32][cH:33][cH:34][cH:35]4)[c:36]4[cH:37][cH:38][cH:39][cH:40][cH:41]4)[c:24]3[n:25][cH:26]2)[CH2:17]1)[CH3:59]. Run at time 3 hour. Solvent: ClCCl (dichloromethane). Reaction SMILES: [C:1]([CH2:3][CH:4]1[CH2:9][CH2:8][N:7](C(OC(C)(C)C)=O)[CH:6]([C:17]([O:19][CH2:20][CH3:21])=[O:18])[CH2:5]1)#[N:2].FC(F)(F)C(O)=O>ClCCl>[C:1]([CH2:3][CH:4]1[CH2:9][CH2:8][NH:7][CH:6]([C:17]([O:19][CH2:20][CH3:21])=[O:18])[CH2:5]1)#[N:2]. Procedure: To a solution of 19.9 g (67.2 mmol) of ethyl 4-cyanomethyl-N-t-butoxycarbonyl-2-piperidinecarboxylate (prepared in Example 3F) in 100 ml of dichloromethane was added 50 ml of trifluoroacetic acid (CO2 evolution). The mixture was stirred for 3 hr at room temperature and then was concentrated under vacuum. To the residue was added 100 ml of dichloromethane, and the solution was again concentrated under vacuum. The residue was dissolved in 200 ml of dichloromethane, 200 ml of saturated aqueous sodi... The reactants are C(#N)CC1CC(N(CC1)C(=O)OC(C)(C)C)C(=O)OCC (ethyl 4-cyanomethyl-N-t-butoxycarbonyl-2-piperidinecarboxylate), FC(C(=O)O)(F)F (trifluoroacetic acid). Yield: 96.3%. Product: C(#N)CC1CC(NCC1)C(=O)OCC (ethyl 4-cyanomethyl-2-piperidinecarboxylate). Starting materials: C(C)OC(CC(=O)C1=CC=C(C=C1)C1=C(C=C(C=C1)F)F)=O (3-(2',4'-difluoro-4-biphenylyl)-3-oxopropionic acid ethyl ester), C(C)(=O)OCC (ethyl acetate). The product is FC1=C(C=CC(=C1)F)C1=CC=C(C=C1)C(CC(=O)O)C (3-(2',4'-difluoro-4-biphenylyl)butyric acid). As a reaction SMILES: C([O:3][C:4](=[O:22])[CH2:5][C:6]([C:8]1[CH:13]=[CH:12][C:11]([C:14]2[CH:19]=[CH:18][C:17]([F:20])=[CH:16][C:15]=2[F:21])=[CH:10][CH:9]=1)=O)C.[C:23](OCC)(=O)C>>[F:21][C:15]1[CH:16]=[C:17]([F:20])[CH:18]=[CH:19][C:14]=1[C:11]1[CH:10]=[CH:9][C:8]([CH:6]([CH3:23])[CH2:5][C:4]([OH:3])=[O:22])=[CH:13][CH:12]=1. Procedure: 1 g. of 3-(2',4'-difluoro-4-biphenylyl)-3-butenoic acid, obtained by reacting 3-(2',4'-difluoro-4-biphenylyl)-3-oxopropionic acid ethyl ester with triphenylphosphinemethylene and saponifying the reaction product, is dissolved in 25 ml. of ethyl acetate and hydrogenated on 0.1 g. of platinum at 20° and under 1 atmosphere until the absorption of hydrogen has ceased. The mixture is filtered and the filtrate is evaporated to give 3-(2',4'-difluoro-4-biphenylyl)butyric acid, m.p. 109°-110°. The reactants are [Al+3], CC(=O)Cl, Cc1ncc2sccn12, [Cl-], [Cl-], [Cl-], ClCCl, [Na+], [Na+], O=C([O-])[O-], S=C=S. Product: CC(=O)c1nc(C)n2ccsc12. As a reaction SMILES: [Al+3:2].[CH3:5][C:6]([Cl:7])=[O:8].[CH3:9][c:10]1[n:11][cH:12][c:13]2[s:14][cH:15][cH:16][n:17]12.[Cl-:1].[Cl-:3].[Cl-:4].[Cl:27][CH2:28][Cl:29].[Na+:18].[Na+:19].[O-:20][C:21](=[O:22])[O-:23].[S:24]=[C:25]=[S:26]>>[CH3:5][C:6](=[O:8])[c:12]1[n:11][c:10]([CH3:9])[n:17]2[c:13]1[s:14][cH:15][cH:16]2. The reactants are CCCBr, CCN(C(C)C)C(C)C, CN(C)C=O, NCc1nc(-c2ncn3c2C2CCN2C(=O)c2sccc2-3)no1. Yields the product CCCNCc1nc(-c2ncn3c2C2CCN2C(=O)c2sccc2-3)no1. RXN SMILES: [Br:10][CH2:11][CH2:12][CH3:13].[CH2:1]([N:2]([CH:3]([CH3:4])[CH3:5])[CH:6]([CH3:7])[CH3:8])[CH3:9].[CH3:37][N:38]([CH3:39])[CH:40]=[O:41].[NH2:14][CH2:15][c:16]1[n:17][c:18](-[c:21]2[n:22][cH:23][n:24]3[c:25]2[CH:26]2[N:27]([C:28](=[O:34])[c:29]4[c:30]-3[cH:31][cH:32][s:33]4)[CH2:35][CH2:36]2)[n:19][o:20]1>>[CH2:11]([CH2:12][CH3:13])[NH:14][CH2:15][c:16]1[n:17][c:18](-[c:21]2[n:22][cH:23][n:24]3[c:25]2[CH:26]2[N:27]([C:28](=[O:34])[c:29]4[c:30]-3[cH:31][cH:32][s:33]4)[CH2:35][CH2:36]2)[n:19][o:20]1. Starting materials: N#CC1CC(F)CN1C(=O)CN(C(=O)OCc1ccccc1)C12CCC(C(=O)On3nnc4ccccc43)(CC1)CC2, c1ccc(CC2CCNCC2)cc1. Product: N#CC1CC(F)CN1C(=O)CN(C(=O)OCc1ccccc1)C12CCC(C(=O)N3CCC(Cc4ccccc4)CC3)(CC1)CC2. Reaction SMILES: [CH2:1]([c:2]1[cH:3][cH:4][cH:5][cH:6][cH:7]1)[O:8][C:9](=[O:10])[N:11]([C:12]12[CH2:13][CH2:14][C:15]([C:20](=[O:21])[O:22][n:23]3[c:24]4[cH:25][cH:26][cH:27][cH:28][c:29]4[n:30][n:31]3)([CH2:16][CH2:17]1)[CH2:18][CH2:19]2)[CH2:32][C:33](=[O:34])[N:35]1[CH:36]([C:41]#[N:42])[CH2:37][CH:38]([F:40])[CH2:39]1.[CH2:43]([c:44]1[cH:45][cH:46][cH:47][cH:48][cH:49]1)[CH:50]1[CH2:51][CH2:52][NH:53][CH2:54][CH2:55]1>>[CH2:1]([c:2]1[cH:3][cH:4][cH:5][cH:6][cH:7]1)[O:8][C:9](=[O:10])[N:11]([C:12]12[CH2:13][CH2:14][C:15]([C:20](=[O:21])[N:53]3[CH2:52][CH2:51][CH:50]([CH2:43][c:44]4[cH:45][cH:46][cH:47][cH:48][cH:49]4)[CH2:55][CH2:54]3)([CH2:16][CH2:17]1)[CH2:18][CH2:19]2)[CH2:32][C:33](=[O:34])[N:35]1[CH:36]([C:41]#[N:42])[CH2:37][CH:38]([F:40])[CH2:39]1. The reactants are CC(C)(C)[O-], CC(C)(C)O, CO, O=C(Nc1cc(C(F)(F)F)cc(C(F)(F)F)c1)N1CCN(c2nsnc2Cl)CC1, OCc1ccnc(F)c1, [K+]. Yields the product O=C(Nc1cc(C(F)(F)F)cc(C(F)(F)F)c1)N1CCN(c2nsnc2OCc2ccnc(F)c2)CC1. Reaction SMILES: [CH3:30][C:31]([CH3:32])([O-:33])[CH3:34].[CH3:36][C:37]([OH:38])([CH3:39])[CH3:40].[CH3:50][OH:51].[F:1][C:2]([c:3]1[cH:4][c:5]([NH:13][C:14](=[O:15])[N:16]2[CH2:17][CH2:18][N:19]([c:22]3[n:23][s:24][n:25][c:26]3[Cl:27])[CH2:20][CH2:21]2)[cH:6][c:7]([C:9]([F:10])([F:11])[F:12])[cH:8]1)([F:28])[F:29].[F:41][c:42]1[n:43][cH:44][cH:45][c:46]([CH2:48][OH:49])[cH:47]1.[K+:35]>>[F:1][C:2]([c:3]1[cH:4][c:5]([NH:13][C:14](=[O:15])[N:16]2[CH2:17][CH2:18][N:19]([c:22]3[n:23][s:24][n:25][c:26]3[O:49][CH2:48][c:46]3[cH:45][cH:44][n:43][c:42]([F:41])[cH:47]3)[CH2:20][CH2:21]2)[cH:6][c:7]([C:9]([F:10])([F:11])[F:12])[cH:8]1)([F:28])[F:29].